From a dataset of the Open Reaction Database (ORD), a public repository of structured organic reaction records. describe an organic reaction: reactants, conditions, products, and yield Reactants: O=C[C@H](O)[C@@H](O)[C@H](O)[C@H](O)CO (D-glucose). The solvent is OC1[C@H](O)[C@@H](O)[C@H](O[C@H]2[C@H](O)[C@@H](O)[C@@H](O)[C@H](O2)CO)[C@H](O1)CO (lactose). Yields the product C([C@@H]1[C@@H]([C@@H]([C@H]([C@@H](O1)O[C@H]([C@@H](CO)O)[C@H]([C@@H](C=O)O)O)O)O)O)O (neolactose). As a reaction SMILES: [O:1]=[CH:2][C@@H:3]([C@H:5]([C@@H:7]([C@@H:9]([CH2:11][OH:12])[OH:10])[OH:8])[OH:6])[OH:4]>OC1O[C@H](CO)[C@@H](O[C@@H]2O[C@H](CO)[C@H](O)[C@H](O)[C@H]2O)[C@H](O)[C@H]1O>[CH2:11]([OH:12])[C@H:9]1[O:10][C@@H:2]([O:1][C@@H:7]([C@@H:5]([OH:6])[C@H:3]([OH:4])[CH:2]=[O:1])[C@H:9]([OH:10])[CH2:11][OH:12])[C@H:3]([OH:4])[C@@H:5]([OH:6])[C@H:7]1[OH:8]. Procedure: Another method is described in, for example, "N. K. Richtmyer, C. S. Hudson, J, Am. Chem. Soc., 57, 1716 (1935)". In this method, the 2- and 3-positions of the D-glucose portion included in lactose are subjected to walden inversion so as to obtain neolactose consisting of D-altrose and D-galactose, followed by hydrolyzing neolactose so as to obtain the desired D-altrose product. The D-galactose contained in the mixture obtained after the hydrolysis is consumed by allowing yeast to act thereon an... Starting materials: C1CCOC1, C=Cc1ccc2c(c1)OCCn1cc(-c3nc(C)nn3C(C)C)nc1-2, [O-][I+3]([O-])([O-])[O-], [Na+], O. Yields the product Cc1nc(-c2cn3c(n2)-c2ccc(C=O)cc2OCC3)n(C(C)C)n1. As a reaction SMILES: [CH2:32]1[O:33][CH2:34][CH2:35][CH2:36]1.[CH:1]([CH3:2])([CH3:3])[n:4]1[n:5][c:6]([CH3:25])[n:7][c:8]1-[c:9]1[n:10][c:11]2[n:12]([cH:24]1)[CH2:13][CH2:14][O:15][c:16]1[c:17]-2[cH:18][cH:19][c:20]([CH:22]=[CH2:23])[cH:21]1.[I+3:26]([O-:27])([O-:28])([O-:29])[O-:30].[Na+:31].[OH2:37]>>[CH:1]([CH3:2])([CH3:3])[n:4]1[n:5][c:6]([CH3:25])[n:7][c:8]1-[c:9]1[n:10][c:11]2[n:12]([cH:24]1)[CH2:13][CH2:14][O:15][c:16]1[c:17]-2[cH:18][cH:19][c:20]([CH:22]=[O:27])[cH:21]1. Starting materials: C1CCOC1, COc1cccc(C2=NC(=O)C(C)(C)O2)c1, CCOC(C)=O, [Cl-], [Cl-], [Cl-], [Cu], O=C1C2CC3CC(C2)CC1C3, O, [Ti+3], [Zn]. Product: COc1cccc(C2=NC(=C3C4CC5CC(C4)CC3C5)C(C)(C)O2)c1. RXN SMILES: [CH2:35]1[O:36][CH2:37][CH2:38][CH2:39]1.[CH3:1][O:2][c:3]1[cH:4][c:5]([C:9]2=[N:13][C:12](=[O:14])[C:11]([CH3:15])([CH3:16])[O:10]2)[cH:6][cH:7][cH:8]1.[CH3:29][CH2:30][O:31][C:32](=[O:33])[CH3:34].[Cl-:42].[Cl-:43].[Cl-:44].[Cu:40].[O:17]=[C:18]1[CH:19]2[CH2:20][CH:21]3[CH2:22][CH:23]([CH2:24]2)[CH2:25][CH:26]1[CH2:27]3.[OH2:28].[Ti+3:45].[Zn:41]>>[CH3:1][O:2][c:3]1[cH:4][c:5]([C:9]2=[N:13][C:12](=[C:18]3[CH:19]4[CH2:20][CH:21]5[CH2:22][CH:23]([CH2:24]4)[CH2:25][CH:26]3[CH2:27]5)[C:11]([CH3:15])([CH3:16])[O:10]2)[cH:6][cH:7][cH:8]1. Reactants: COC(=NC#N)c1ccc(C#N)cc1, CCOCC, CO, NCCc1ccccc1. The product is N#CNC(=NCCc1ccccc1)c1ccc(C#N)cc1. As a reaction SMILES: [C:1](#[N:2])[N:3]=[C:4]([O:5][CH3:6])[c:7]1[cH:8][cH:9][c:10]([C:13]#[N:14])[cH:11][cH:12]1.[CH3:24][CH2:25][O:26][CH2:27][CH3:28].[CH3:29][OH:30].[NH2:15][CH2:16][CH2:17][c:18]1[cH:19][cH:20][cH:21][cH:22][cH:23]1>>[C:1](#[N:2])[NH:3][C:4]([c:7]1[cH:8][cH:9][c:10]([C:13]#[N:14])[cH:11][cH:12]1)=[N:15][CH2:16][CH2:17][c:18]1[cH:19][cH:20][cH:21][cH:22][cH:23]1. Starting materials: Cc1c(Cc2ccccc2)nnc(N2CCNCC2)c1C, CN1CCOCC1, O=C(Cl)Oc1ccccc1, ClCCl. Product: Cc1c(Cc2ccccc2)nnc(N2CCN(C(=O)Oc3ccccc3)CC2)c1C. As a reaction SMILES: [CH2:1]([c:2]1[cH:3][cH:4][cH:5][cH:6][cH:7]1)[c:8]1[n:9][n:10][c:11]([N:16]2[CH2:17][CH2:18][NH:19][CH2:20][CH2:21]2)[c:12]([CH3:15])[c:13]1[CH3:14].[CH3:32][N:33]1[CH2:34][CH2:35][O:36][CH2:37][CH2:38]1.[Cl:22][C:23](=[O:24])[O:25][c:26]1[cH:27][cH:28][cH:29][cH:30][cH:31]1.[Cl:39][CH2:40][Cl:41]>>[CH2:1]([c:2]1[cH:3][cH:4][cH:5][cH:6][cH:7]1)[c:8]1[n:9][n:10][c:11]([N:16]2[CH2:17][CH2:18][N:19]([C:23](=[O:24])[O:25][c:26]3[cH:27][cH:28][cH:29][cH:30][cH:31]3)[CH2:20][CH2:21]2)[c:12]([CH3:15])[c:13]1[CH3:14]. Starting materials: [Al+3], CCOCC, CCCCCCCCCCCCCCCCNc1ccc(CC(=O)OCC)cc1, [H-], [H-], [H-], [H-], [Li+]. The product is CCCCCCCCCCCCCCCCNc1ccc(CCO)cc1. RXN SMILES: [Al+3:2].[CH2:36]([O:37][CH2:38][CH3:39])[CH3:40].[CH2:7]([CH2:8][CH2:9][CH2:10][CH2:11][CH2:12][CH2:13][CH2:14][CH2:15][CH2:16][CH2:17][CH2:18][CH2:19][CH2:20][CH2:21][CH3:22])[NH:23][c:24]1[cH:25][cH:26][c:27]([CH2:30][C:31](=[O:32])[O:33][CH2:34][CH3:35])[cH:28][cH:29]1.[H-:1].[H-:4].[H-:5].[H-:6].[Li+:3]>>[CH2:7]([CH2:8][CH2:9][CH2:10][CH2:11][CH2:12][CH2:13][CH2:14][CH2:15][CH2:16][CH2:17][CH2:18][CH2:19][CH2:20][CH2:21][CH3:22])[NH:23][c:24]1[cH:25][cH:26][c:27]([CH2:30][CH2:31][OH:32])[cH:28][cH:29]1. Reactants: C(C#C)(=O)O (propiolic acid), N(=[N+]=[N-])CCCCCCCCCCCC (1-azido-dodecane). Conditions: temperature 120 celsius. Yields the product C(CCCCCCCCCCC)N1N=NC(=C1)C(=O)O (1-Dodecyl-1H-(1,2,3)-Triazole-4-Carboxylic Acid), solid. The yield is 91.0%. Reaction SMILES: [C:1]([OH:5])(=[O:4])[C:2]#[CH:3].[N:6]([CH2:9][CH2:10][CH2:11][CH2:12][CH2:13][CH2:14][CH2:15][CH2:16][CH2:17][CH2:18][CH2:19][CH3:20])=[N+:7]=[N-:8]>>[CH2:9]([N:6]1[CH:3]=[C:2]([C:1]([OH:5])=[O:4])[N:8]=[N:7]1)[CH2:10][CH2:11][CH2:12][CH2:13][CH2:14][CH2:15][CH2:16][CH2:17][CH2:18][CH2:19][CH3:20]. Procedure: A mixture of propiolic acid (46 μL, 0.7419 mmol) and 1-azido-dodecane (156.8 mg, 0.7419 mmol) was heated to 120° C. in a capped vial for 14 h, to yield the title triazole as white, crystalline solid (189.3 mg, 91% yield). The product was used without further purification.